From a dataset of the Open Reaction Database (ORD), a public repository of structured organic reaction records. describe an organic reaction: reactants, conditions, products, and yield Reactants: COCCOCCOCCNc1cc(CO[Si](C)(C)C(C)(C)C)cc(CO[Si](C)(C)C(C)(C)C)c1, ClCCCl, CSSC(C)(C)CCC(=O)O, CN(C)c1ccncc1, ClCCl, O. Product: COCCOCCOCCN(C(=O)CCC(C)(C)SSC)c1cc(CO[Si](C)(C)C(C)(C)C)cc(CO[Si](C)(C)C(C)(C)C)c1. RXN SMILES: [C:1]([CH3:2])([CH3:3])([CH3:4])[Si:5]([O:6][CH2:7][c:8]1[cH:9][c:10]([NH:11][CH2:12][CH2:13][O:14][CH2:15][CH2:16][O:17][CH2:18][CH2:19][O:20][CH3:21])[cH:22][c:23]([CH2:25][O:26][Si:27]([CH3:28])([CH3:29])[C:30]([CH3:31])([CH3:32])[CH3:33])[cH:24]1)([CH3:34])[CH3:35].[CH2:47]([Cl:48])[CH2:49][Cl:50].[CH3:36][C:37]([CH2:38][CH2:39][C:40](=[O:41])[OH:42])([CH3:43])[S:44][S:45][CH3:46].[CH3:54][N:55]([c:56]1[cH:57][cH:58][n:59][cH:60][cH:61]1)[CH3:62].[Cl:51][CH2:52][Cl:53].[OH2:63]>>[C:1]([CH3:2])([CH3:3])([CH3:4])[Si:5]([O:6][CH2:7][c:8]1[cH:9][c:10]([N:11]([CH2:12][CH2:13][O:14][CH2:15][CH2:16][O:17][CH2:18][CH2:19][O:20][CH3:21])[C:40]([CH2:39][CH2:38][C:37]([CH3:36])([CH3:43])[S:44][S:45][CH3:46])=[O:41])[cH:22][c:23]([CH2:25][O:26][Si:27]([CH3:28])([CH3:29])[C:30]([CH3:31])([CH3:32])[CH3:33])[cH:24]1)([CH3:34])[CH3:35]. The reactants are S(=O)([O-])[O-].[Na+].[Na+] (sodium sulfite), [OH-].[Na+] (NaOH), N(=[N+]=[N-])[C@@H](C)C1=CC(=C2C=CN=NC2=C1C1=CC(=CC=C1)F)Cl (7-[(1S)-1-azidoethyl]-5-chloro-8-(3-fluorophenyl)cinnoline), [I-].[Na+] (sodium iodide), Cl[Si](C)(C)C (chlorotrimethylsilane). The solvent is O (water), CO (methanol). Reaction conditions: time 10 minute. Yields the product ClC1=C2C=CN=NC2=C(C(=C1)[C@H](C)N)C1=CC(=CC=C1)F ((1S)-1-[5-Chloro-8-(3-fluorophenyl)cinnolin-7-yl]ethanamine). Yield: 95.0%. RXN SMILES: [N:1]([C@H:4]([C:6]1[C:15]([C:16]2[CH:21]=[CH:20][CH:19]=[C:18]([F:22])[CH:17]=2)=[C:14]2[C:9]([CH:10]=[CH:11][N:12]=[N:13]2)=[C:8]([Cl:23])[CH:7]=1)[CH3:5])=[N+]=[N-].[I-].[Na+].Cl[Si](C)(C)C.S([O-])([O-])=O.[Na+].[Na+].[OH-].[Na+]>CO.O>[Cl:23][C:8]1[CH:7]=[C:6]([C@@H:4]([NH2:1])[CH3:5])[C:15]([C:16]2[CH:21]=[CH:20][CH:19]=[C:18]([F:22])[CH:17]=2)=[C:14]2[C:9]=1[CH:10]=[CH:11][N:12]=[N:13]2 |f:1.2,4.5.6,7.8|. Procedure: A solution of 7-[(1S)-1-azidoethyl]-5-chloro-8-(3-fluorophenyl)cinnoline (48 g, 150 mmol) in methanol (430 mL) was treated with sodium iodide (130 g, 880 mmol) and stirred at room temperature for 10 minutes. The reaction mixture was cooled with a water bath. The reaction mixture was treated with chlorotrimethylsilane (110 mL, 880 mmol) dropwise over 20 minutes while maintaining the internal temperature at 28-35° C. The reaction mixture turned dark red and the stirring was continued for 26 min. A... The reactants are COCC=1N=CNC1C (4-Methoxymethyl-5-methylimidazole), Cl (hydrochloride), Cl.NCCS (cysteamine hydrochloride). The solvent is C(C)(=O)O (acetic acid). Product: Cl.Cl.NCCSCC=1N=CNC1C (4-(2-aminoethyl)thiomethyl-5-methylimidazole dihydrochloride salt). Isolated yield 80.0%. Reaction SMILES: CO[CH2:3][C:4]1[N:5]=[CH:6][NH:7][C:8]=1[CH3:9].[ClH:10].Cl.[NH2:12][CH2:13][CH2:14][SH:15]>C(O)(=O)C>[ClH:10].[ClH:10].[NH2:12][CH2:13][CH2:14][S:15][CH2:3][C:4]1[N:5]=[CH:6][NH:7][C:8]=1[CH3:9] |f:2.3,5.6.7|. Procedure: 4-Methoxymethyl-5-methylimidazole as the hydrochloride (4.5 g, 0.03 mole) and 3.4 g (0.03 mole) of cysteamine hydrochloride were dissolved in a minimum amount of acetic acid and the mixture was refluxed for 18 hours. After cooling in an ice bath, the mixture was filtered to give 5.8 g (80%) of 4-(2-aminoethyl)thiomethyl-5-methylimidazole dihydrochloride salt (thioamine salt). Starting materials: CCSC(SCC)=C(CC(=O)c1ccc(C(F)(F)F)cc1)C(F)(F)F, [O-]Cl, O=C(O)C(F)(F)F, [Na+], O. Yields the product CCSC(=O)C(CC(=O)c1ccc(C(F)(F)F)cc1)C(F)(F)F. Reaction SMILES: [CH2:1]([CH3:2])[S:3][C:4](=[C:5]([CH2:6][C:7](=[O:8])[c:9]1[cH:10][cH:11][c:12]([C:15]([F:16])([F:17])[F:18])[cH:13][cH:14]1)[C:19]([F:20])([F:21])[F:22])[S:23][CH2:24][CH3:25].[Cl:26][O-:27].[F:29][C:30]([F:31])([F:32])[C:33]([OH:34])=[O:35].[Na+:28].[OH2:36]>>[CH2:1]([CH3:2])[S:3][C:4]([CH:5]([CH2:6][C:7](=[O:8])[c:9]1[cH:10][cH:11][c:12]([C:15]([F:16])([F:17])[F:18])[cH:13][cH:14]1)[C:19]([F:20])([F:21])[F:22])=[O:27]. Starting materials: C(C)(C)(C)P(C(OCC)OCC)(CC1=CC=CC=C1)=O (tert.butyl(benzyl)(diethoxymethyl)phosphine oxide), Cl (hydrochloric acid). The product is C(C)(C)(C)P(CC1=CC=CC=C1)=O (tert.butyl(benzyl)phosphine oxide). Reaction SMILES: [C:1]([P:5](=[O:20])([CH2:13][C:14]1[CH:19]=[CH:18][CH:17]=[CH:16][CH:15]=1)C(OCC)OCC)([CH3:4])([CH3:3])[CH3:2].Cl>>[C:1]([PH:5](=[O:20])[CH2:13][C:14]1[CH:19]=[CH:18][CH:17]=[CH:16][CH:15]=1)([CH3:4])([CH3:2])[CH3:3]. Reported procedure: Following a procedure analogous to that to Example 13, but using tert.butyl(benzyl)(diethoxymethyl)phosphine oxide (1.7 g) and 15 ml of concentrated hydrochloric acid, tert.butyl(benzyl)phosphine oxide is obtained as a white solid, m.p. 80°-2° C. The reactants are O=C(OCc1ccccc1)c1ccc2cc(-c3ccc(CC(O)CO)c(C45CC6CC(CC(C6)C4)C5)c3)ccc2c1, C1COCCO1. Product: O=C(O)c1ccc2cc(-c3ccc(CC(O)CO)c(C45CC6CC(CC(C6)C4)C5)c3)ccc2c1. Reaction SMILES: [C:1]12([c:11]3[cH:12][c:13](-[c:22]4[cH:23][c:24]5[cH:25][cH:26][c:27]([C:32](=[O:33])[O:34][CH2:35][c:36]6[cH:37][cH:38][cH:39][cH:40][cH:41]6)[cH:28][c:29]5[cH:30][cH:31]4)[cH:14][cH:15][c:16]3[CH2:17][CH:18]([CH2:19][OH:20])[OH:21])[CH2:2][CH:3]3[CH2:4][CH:5]([CH2:6][CH:7]([CH2:8]1)[CH2:9]3)[CH2:10]2.[O:42]1[CH2:43][CH2:44][O:45][CH2:46][CH2:47]1>>[C:1]12([c:11]3[cH:12][c:13](-[c:22]4[cH:23][c:24]5[cH:25][cH:26][c:27]([C:32](=[O:33])[OH:34])[cH:28][c:29]5[cH:30][cH:31]4)[cH:14][cH:15][c:16]3[CH2:17][CH:18]([CH2:19][OH:20])[OH:21])[CH2:2][CH:3]3[CH2:4][CH:5]([CH2:6][CH:7]([CH2:8]1)[CH2:9]3)[CH2:10]2. Reactants: C([O-])(O)=O.[Na+] (sodium bicarbonate), solution, Br[Mg]C1=CC=C(C=C1)OC(F)(F)F (bromo[4-(trifluoromethoxy)phenyl]magnesium), FC1=CC=C(C=C1)C1=C2C(CC(OC2=CC(=C1C=O)C(C)C)(C)C)=O (5-(4-Fluorophenyl)-7-isopropyl-2,2-dimethyl-4-oxochroman-6-carbaldehyde), FC1=CC=C(C=C1)C1=C2C(CC(OC2=CC(=C1C=O)CCC)(C)C)=O (rac-5-(4-fluorophenyl)-7-n-propyl-2,2-dimethyl-4-oxochroman-6-carbaldehyde). The solvent is O1CCCC1 (tetrahydrofuran), O1CCCC1 (tetrahydrofuran). Conditions: time 45 minute. Yields the product FC1=CC=C(C=C1)C1=C2C(CC(OC2=CC(=C1C(C1=CC=C(C=C1)OC(F)(F)F)O)C(C)C)(C)C)=O (rac-5-(4-Fluorophenyl)-6-{hydroxy[4-(trifluoromethoxy)phenyl]methyl}-7-isopropyl-2,2-dimethyl-2,3-dihydro-4H-chromen-4-one). RXN SMILES: Br[Mg][C:3]1[CH:8]=[CH:7][C:6]([O:9][C:10]([F:13])([F:12])[F:11])=[CH:5][CH:4]=1.[F:14][C:15]1[CH:20]=[CH:19][C:18]([C:21]2[C:30]([CH:31]=[O:32])=[C:29]([CH:33]([CH3:35])[CH3:34])[CH:28]=[C:27]3[C:22]=2[C:23](=[O:38])[CH2:24][C:25]([CH3:37])([CH3:36])[O:26]3)=[CH:17][CH:16]=1.FC1C=CC(C2C(C=O)=C(CCC)C=C3C=2C(=O)CC(C)(C)O3)=CC=1.C(=O)(O)[O-].[Na+]>O1CCCC1>[F:14][C:15]1[CH:20]=[CH:19][C:18]([C:21]2[C:30]([CH:31]([OH:32])[C:3]3[CH:8]=[CH:7][C:6]([O:9][C:10]([F:13])([F:12])[F:11])=[CH:5][CH:4]=3)=[C:29]([CH:33]([CH3:34])[CH3:35])[CH:28]=[C:27]3[C:22]=2[C:23](=[O:38])[CH2:24][C:25]([CH3:36])([CH3:37])[O:26]3)=[CH:17][CH:16]=1 |f:3.4|. Reported procedure: At −78° C., 2.35 ml (1.19 mmol) of a freshly prepared 0.5 M solution of bromo[4-(trifluoromethoxy)phenyl]magnesium in tetrahydrofuran are slowly added dropwise to a solution of 338 mg (990 μmol) of a 2:1 mixture of rac-5-(4-fluorophenyl)-7-isopropyl-2,2-dimethyl-4-oxochroman-6-carbaldehyde (Example 20A) and rac-5-(4-fluorophenyl)-7-n-propyl-2,2-dimethyl-4-oxochroman-6-carbaldehyde in 8 ml of tetrahydrofuran. The mixture is then allowed to thaw slowly to −20° C. and stirred at this temperature fo...